From a dataset of the Open Reaction Database (ORD), a public repository of structured organic reaction records. describe an organic reaction: reactants, conditions, products, and yield Reactants: N#Cc1ccc2c(c1)cc(C(=O)O)n2Cc1cccc(OC(F)(F)F)c1, Cl, NCC1(O)CCCCC1. Product: N#Cc1ccc2c(c1)cc(C(=O)NCC1(O)CCCCC1)n2Cc1cccc(OC(F)(F)F)c1. RXN SMILES: [C:1](#[N:2])[c:3]1[cH:4][c:5]2[cH:6][c:7]([C:24](=[O:25])[OH:26])[n:8]([CH2:12][c:13]3[cH:14][c:15]([O:19][C:20]([F:21])([F:22])[F:23])[cH:16][cH:17][cH:18]3)[c:9]2[cH:10][cH:11]1.[ClH:27].[NH2:28][CH2:29][C:30]1([OH:36])[CH2:31][CH2:32][CH2:33][CH2:34][CH2:35]1>>[C:1](#[N:2])[c:3]1[cH:4][c:5]2[cH:6][c:7]([C:24](=[O:26])[NH:28][CH2:29][C:30]3([OH:36])[CH2:31][CH2:32][CH2:33][CH2:34][CH2:35]3)[n:8]([CH2:12][c:13]3[cH:14][c:15]([O:19][C:20]([F:21])([F:22])[F:23])[cH:16][cH:17][cH:18]3)[c:9]2[cH:10][cH:11]1.